This data is from the Open Reaction Database (ORD), a public repository of structured organic reaction records. The task is: describe an organic reaction: reactants, conditions, products, and yield Reactants: [Br-], CON(C)C(=O)c1sccc1OCc1ccccc1, C1CCOC1, C[Mg+]. The product is CC(=O)c1sccc1OCc1ccccc1. Reaction SMILES: [Br-:20].[CH2:1]([c:2]1[cH:3][cH:4][cH:5][cH:6][cH:7]1)[O:8][c:9]1[c:10]([C:14](=[O:15])[N:16]([O:17][CH3:18])[CH3:19])[s:11][cH:12][cH:13]1.[CH2:23]1[O:24][CH2:25][CH2:26][CH2:27]1.[CH3:21][Mg+:22]>>[CH2:1]([c:2]1[cH:3][cH:4][cH:5][cH:6][cH:7]1)[O:8][c:9]1[c:10]([C:14](=[O:15])[CH3:21])[s:11][cH:12][cH:13]1. Starting materials: [Cl-], [H-], COc1ccccc1Oc1c(N)nc(N2CCOCC2)nc1OCCOc1ncc(Br)cn1, [NH4+], [Na+], C1CCOC1, O=S(=O)(Cl)c1cccs1. The product is COc1ccccc1Oc1c(NS(=O)(=O)c2cccs2)nc(N2CCOCC2)nc1OCCOc1ncc(Br)cn1. Reaction SMILES: [Cl-:45].[H-:34].[NH2:1][c:2]1[n:3][c:4]([N:28]2[CH2:29][CH2:30][O:31][CH2:32][CH2:33]2)[n:5][c:6]([O:17][CH2:18][CH2:19][O:20][c:21]2[n:22][cH:23][c:24]([Br:27])[cH:25][n:26]2)[c:7]1[O:8][c:9]1[c:10]([O:15][CH3:16])[cH:11][cH:12][cH:13][cH:14]1.[NH4+:46].[Na+:35].[O:47]1[CH2:48][CH2:49][CH2:50][CH2:51]1.[s:36]1[c:37]([S:41](=[O:42])(=[O:43])[Cl:44])[cH:38][cH:39][cH:40]1>>[NH:1]([c:2]1[n:3][c:4]([N:28]2[CH2:29][CH2:30][O:31][CH2:32][CH2:33]2)[n:5][c:6]([O:17][CH2:18][CH2:19][O:20][c:21]2[n:22][cH:23][c:24]([Br:27])[cH:25][n:26]2)[c:7]1[O:8][c:9]1[c:10]([O:15][CH3:16])[cH:11][cH:12][cH:13][cH:14]1)[S:41]([c:37]1[s:36][cH:40][cH:39][cH:38]1)(=[O:42])=[O:43]. Starting materials: C=1C=CC2=C(C1)N=NN2O (HOBT), C(C)(C)N(CC)C(C)C (IPEA), FC(C(=O)O)(F)F.ClCCC\C(\C(=O)O)=C/C1=CC(=C(C=C1)N1C=NC(=C1)C)OC ((E)-5-chloro-2-(3-methoxy-4-(4-methyl-1H-imidazol-1-yl)benzylidene)valeric acid trifluoroacetate), N1C=C(C2=CC=CC=C12)C(C)N (1-(1H-indol-3-yl)ethylamine), raw materials. Run in CN(C)C=O (DMF), C(CCl)Cl (EDC), O (water), C(C)(=O)OCC (ethyl acetate). Conditions: time 12 hour. Product: N1C=C(C2=CC=CC=C12)C(C)NC(/C(/CCCCl)=C/C1=CC(=C(C=C1)N1C=NC(=C1)C)OC)=O ((E)-5-chloro-2-(3-methoxy-4-(4-methyl-1H-imidazol-1-yl)benzylidene)valeric acid (1-(1H-indol-3-yl)ethyl)amide). Isolated yield 104.1%. Reaction SMILES: C1C=CC2N(O)N=NC=2C=1.C(N(C(C)C)CC)(C)C.FC(F)(F)C(O)=O.[Cl:27][CH2:28][CH2:29][CH2:30]/[C:31](=[CH:35]\[C:36]1[CH:41]=[CH:40][C:39]([N:42]2[CH:46]=[C:45]([CH3:47])[N:44]=[CH:43]2)=[C:38]([O:48][CH3:49])[CH:37]=1)/[C:32]([OH:34])=O.[NH:50]1[C:58]2[C:53](=[CH:54][CH:55]=[CH:56][CH:57]=2)[C:52]([CH:59]([NH2:61])[CH3:60])=[CH:51]1>CN(C=O)C.O.C(OCC)(=O)C.C(Cl)CCl>[NH:50]1[C:58]2[C:53](=[CH:54][CH:55]=[CH:56][CH:57]=2)[C:52]([CH:59]([NH:61][C:32](=[O:34])/[C:31](=[CH:35]/[C:36]2[CH:41]=[CH:40][C:39]([N:42]3[CH:46]=[C:45]([CH3:47])[N:44]=[CH:43]3)=[C:38]([O:48][CH3:49])[CH:37]=2)/[CH2:30][CH2:29][CH2:28][Cl:27])[CH3:60])=[CH:51]1 |f:2.3|. Reported procedure: EDC (384 mg), HOBT (271 mg) and IPEA (0.582 mL) were sequentially added to a solution of (E)-5-chloro-2-(3-methoxy-4-(4-methyl-1H-imidazol-1-yl)benzylidene)valeric acid trifluoroacetate (300 mg) and 1-(1H-indol-3-yl)ethylamine (130 mg) in DMF (5 mL), and the reaction solution was stirred at room temperature for 12 hours. After confirming that the raw materials disappeared, ethyl acetate and water were added to the reaction solution and the organic layer was partitioned. The resulting organic lay... Reactants: C(=O)(O)C=NC=1C(C(=O)O)=CC=C(C1)Cl (N-carboxymethylene-4-chloro-anthranilic acid), OS(=O)(=O)O (H2SO4). The solvent is C(C1=CC=CC=C1)O (benzyl alcohol). Reaction conditions: temperature 110 celsius, time 2 hour. Product: C(=O)(OCC1=CC=CC=C1)C=NC=1C(C(=O)O)=CC=C(C1)Cl (N-carbobenzoxymethylene-4-chloro-anthranilic acid). Isolated yield 53.0%. Reaction SMILES: [C:1]([CH:4]=[N:5][C:6]1[C:7](=[CH:11][CH:12]=[C:13]([Cl:15])[CH:14]=1)[C:8]([OH:10])=[O:9])([OH:3])=[O:2].OS(O)(=O)=O>C(O)C1C=CC=CC=1>[C:1]([CH:4]=[N:5][C:6]1[C:7](=[CH:11][CH:12]=[C:13]([Cl:15])[CH:14]=1)[C:8]([OH:10])=[O:9])([O:3][CH2:8][C:7]1[CH:11]=[CH:12][CH:13]=[CH:14][CH:6]=1)=[O:2]. Procedure: 10 g (43.6 mmol) of N-carboxymethylene-4-chloro-anthranilic acid are dissolved in 40 ml of benzyl alcohol, 444 mg (4.3 mmol) of H2SO4 are added and the mixture is stirred at 110° C. for 2 hours. It is cooled to room temperature and the product which has precipitated out is filtered off with suction, washed with benzyl alcohol and dried. 7.3 g (22.9 mmol; 53% of pale yellow crystalline N-carbobenzoxymethylene-4-chloro-anthranilic acid are obtained. The reactants are B, Cl, CC1(C)Cc2cc(F)c(F)c(C(=O)O)c2O1, [Na+], C1CCOC1, [OH-]. Product: CC1(C)Cc2cc(F)c(F)c(CO)c2O1. Reaction SMILES: [BH3:22].[ClH:23].[F:1][c:2]1[c:3]([F:16])[c:4]([C:13](=[O:14])[OH:15])[c:5]2[c:6]([cH:12]1)[CH2:7][C:8]([CH3:10])([CH3:11])[O:9]2.[Na+:25].[O:17]1[CH2:18][CH2:19][CH2:20][CH2:21]1.[OH-:24]>>[F:1][c:2]1[c:3]([F:16])[c:4]([CH2:13][OH:14])[c:5]2[c:6]([cH:12]1)[CH2:7][C:8]([CH3:10])([CH3:11])[O:9]2. Reactants: 3-butenyltributyltin, ClC1=CC(=C(C=C1)SCl)[N+](=O)[O-] (4-chloro-2-nitrobenzene sulfenyl chloride), C(C)(=O)O (acetic acid). Run in C(C)OCC (diethyl ether). Yields the product [N+](=O)([O-])C1=C(C=CC(=C1)Cl)SC1=C(C=C(C=C1)Cl)[N+](=O)[O-] (2-Nitro-4-Chlorophenyl Sulfide). As a reaction SMILES: [Cl:1][C:2]1[CH:7]=[CH:6][C:5]([S:8]Cl)=[C:4]([N+:10]([O-:12])=[O:11])[CH:3]=1.[C:13](O)(=O)[CH3:14]>C(OCC)C>[N+:10]([C:4]1[CH:3]=[C:2]([Cl:1])[CH:7]=[CH:6][C:5]=1[S:8][C:14]1[CH:13]=[CH:7][C:2]([Cl:1])=[CH:3][C:4]=1[N+:10]([O-:12])=[O:11])([O-:12])=[O:11]. Procedure details: To 1.37 g of 3-butenyltributyltin was added 0.89 g. of 4-chloro-2-nitrobenzene sulfenyl chloride dissolved in 20 ml. glacial acetic acid at steam bath temperature. The mixture was then heated on a steam bath for 30 minutes and poured into an ice water bath. The product was taken up in diethyl ether, washed twice with 50 ml. portions of water, twice with 50 ml. portions of saturated sodium bicarbonate and an additional time with 50 ml. of water. The resulting ether layer was separated, dried over...